From a dataset of the Open Reaction Database (ORD), a public repository of structured organic reaction records. describe an organic reaction: reactants, conditions, products, and yield Starting materials: [N+](=O)(O)[O-] (nitric acid), Cl.ClC1=C(C(=CC=C1)Cl)NC(=N)NC(=N)NC (1-(2,6-Dichlorophenyl)-5-methylbiguanide hydrochloride), S(O)(O)(=O)=O (sulfuric acid), [OH-].[Na+] (sodium hydroxide), [N+](=O)(O)[O-] (nitric acid). The solvent is O (water), O (water). Conditions: time 5 minute. The product is [N+](=O)([O-])C1=CC(=C(C(=C1)Cl)NC(=N)NC(=N)NC)Cl (1-(4-nitro-2,6-dichlorophenyl)-5-methylbiguanide). As a reaction SMILES: Cl.[Cl:2][C:3]1[CH:8]=[CH:7][CH:6]=[C:5]([Cl:9])[C:4]=1[NH:10][C:11]([NH:13][C:14]([NH:16][CH3:17])=[NH:15])=[NH:12].S(=O)(=O)(O)O.[N+:23]([O-])([OH:25])=[O:24].[OH-].[Na+]>O>[N+:23]([C:7]1[CH:8]=[C:3]([Cl:2])[C:4]([NH:10][C:11]([NH:13][C:14]([NH:16][CH3:17])=[NH:15])=[NH:12])=[C:5]([Cl:9])[CH:6]=1)([O-:25])=[O:24] |f:0.1,4.5|. Procedure details: 1-(2,6-Dichlorophenyl)-5-methylbiguanide hydrochloride (14 g) is added to concentrated sulfuric acid (18 ml) and stirred for 5 minutes. Concentrated nitric acid (Sp. G. 1.51) (2.5 ml) is added dropwise, maintaining the temperature between 30° and 40° by water cooling if necessary. After addition of the nitric acid is complete, the mixture is stirred for 10 minutes, then poured into water. The mixture is made alkaline with sodium hydroxide, then extracted with ether. The ether extract is washed, ...